Dataset: the Open Reaction Database (ORD), a public repository of structured organic reaction records. Task: describe an organic reaction: reactants, conditions, products, and yield Starting materials: ClC1=C(C=C(C(=O)O)C=C1)[N+](=O)[O-] (4-Chloro-3-nitrobenzoic acid), C(C)(=O)OC(C)=O (acetic anhydride), O.O.O.O.O.O.O.O.O.[S-2].[Na+].[Na+] (sodium sulfide nonahydrate). Run in C(C)(=O)O (acetic acid), O (water), O (water), C(C)(=O)OCC (ethyl acetate). Reaction conditions: temperature 100 celsius, time 15 hour. Yields the product CC=1SC2=C(N1)C=C(C=C2)C(=O)O (2-Methylbenzothiazole-5-carboxylic acid). Yield: 80.0%. As a reaction SMILES: Cl[C:2]1[CH:10]=[CH:9][C:5]([C:6]([OH:8])=[O:7])=[CH:4][C:3]=1[N+:11]([O-])=O.O.O.O.O.O.O.O.O.O.[S-2:23].[Na+].[Na+].C(O[C:30](=O)[CH3:31])(=O)C>C(OCC)(=O)C.O.C(O)(=O)C>[CH3:31][C:30]1[S:23][C:2]2[CH:10]=[CH:9][C:5]([C:6]([OH:8])=[O:7])=[CH:4][C:3]=2[N:11]=1 |f:1.2.3.4.5.6.7.8.9.10.11.12|. Procedure: 4-Chloro-3-nitrobenzoic acid (2.02 g, 10.00 mmol), sodium sulfide nonahydrate (7.22 g, 30.00 mmol) and water (5 ml) were suspended, and the mixture was heated at about 100° C. for 30 minutes. After being allowed to cool, the mixture was cooled by ice, and acetic anhydride (18 ml) and acetic acid (10 ml) were added to the mixture. The resulting mixture was heated under reflux for 2 hours and stirred at a room temperature for 15 hours. To the mixture, tap water and then ethyl acetate were added, a... The reactants are BrC=1C=C(C=CC1)C(CNCC(=O)NC1=CC=CC=C1)O (2-[2-(3-bromo-phenyl)-2-hydroxy-ethylamino]-N-phenyl-acetamide), C(C)(C)N(C(C)C)CC (N,N-diisopropylethylamine), C1(=CC=CC=C1)S(=O)(=O)Cl (benzenesulfonyl chloride), aqueous solution, OS(=O)(=O)[O-].[K+] (KHSO4). The solvent is C(Cl)Cl (methylene chloride). Conditions: temperature 0 celsius, time 8 hour. Yields the product C1(=CC=CC=C1)S(=O)(=O)N(CC(=O)NC1=CC=CC=C1)CC(O)C1=CC(=CC=C1)Br (2-{benzenesulfonyl-[2-(3-bromo-phenyl)-2-hydroxy-ethyl]-amino}-N-phenyl-acetamide). Yield: 99.0%. As a reaction SMILES: [Br:1][C:2]1[CH:3]=[C:4]([CH:8]([OH:21])[CH2:9][NH:10][CH2:11][C:12]([NH:14][C:15]2[CH:20]=[CH:19][CH:18]=[CH:17][CH:16]=2)=[O:13])[CH:5]=[CH:6][CH:7]=1.C(N(CC)C(C)C)(C)C.[C:31]1([S:37](Cl)(=[O:39])=[O:38])[CH:36]=[CH:35][CH:34]=[CH:33][CH:32]=1.OS([O-])(=O)=O.[K+]>C(Cl)Cl>[C:31]1([S:37]([N:10]([CH2:9][CH:8]([C:4]2[CH:5]=[CH:6][CH:7]=[C:2]([Br:1])[CH:3]=2)[OH:21])[CH2:11][C:12]([NH:14][C:15]2[CH:16]=[CH:17][CH:18]=[CH:19][CH:20]=2)=[O:13])(=[O:39])=[O:38])[CH:36]=[CH:35][CH:34]=[CH:33][CH:32]=1 |f:3.4|. Procedure details: To a cooled suspension of 2-[2-(3-bromo-phenyl)-2-hydroxy-ethylamino]-N-phenyl-acetamide (840 mg) and N,N-diisopropylethylamine (760 mL) in methylene chloride (20 mL) was added benzenesulfonyl chloride (0.31 mL). The mixture was stirred at 0° C. for 1 hour and at room temperature overnight. A 1M aqueous solution of KHSO4 was added, the phases were separated, and the inorganic one was extracted with ethyl acetate (×2). The combined organic layers were washed with brine, dried (Na2SO4) and concent... Reactants: ice HOAc—H2O, BrC1=CC=C(S1)C(C)=O (1-(5-bromothiophen-2-yl)ethanone), C(OCC)(OCC)=O (Diethyl carbonate), [H-].[Na+] (sodium hydride). The solvent is C1CCOC1 (THF). Run at temperature 56 celsius. The product is BrC1=CC=C(S1)C(CC(=O)OCC)=O (ethyl 3-(5-bromothiophen-2-yl)-3-oxopropanoate). As a reaction SMILES: [Br:1][C:2]1[S:6][C:5]([C:7](=[O:9])[CH3:8])=[CH:4][CH:3]=1.[C:10](=O)([O:14]CC)[O:11][CH2:12][CH3:13].[H-].[Na+]>C1COCC1>[Br:1][C:2]1[S:6][C:5]([C:7](=[O:9])[CH2:8][C:10]([O:11][CH2:12][CH3:13])=[O:14])=[CH:4][CH:3]=1 |f:2.3|. Procedure details: To a solution of 1-(5-bromothiophen-2-yl)ethanone (4.10 g, 19.99 mmol) and Diethyl carbonate (30 mL, 248 mmol) in THF (40 ml) at room temperature was added sodium hydride (1.679 g, 42.0 mmol). The resulting off-white slurry solution was gradually warmed to 56° C., and became dark brown clear solution. The reaction mixture was heated at 56° C. for 1.5 hour. The reaction mixture was poured into ice-HOAc—H2O, and extracted with ethyl acetate. The organic phase was washed (brine), dried (MgSO4) and ... The reactants are COCCOCCl (2-methoxyethoxymethyl chloride), OCC1=CC=C(CCl)C=C1 (p-hydroxymethylbenzyl chloride), C(C)(C)N(C(C)C)CC (N,N-diisopropylethylamine). Solvent: ClCCl (dichloromethane), ClCCl (dichloromethane). Conditions: time 24 hour. Yields the product COCCOCOCC1=CC=C(CCl)C=C1 (4-(Methoxyethoxymethoxymethyl)benzyl chloride). Isolated yield 66.3%. RXN SMILES: [OH:1][CH2:2][C:3]1[CH:10]=[CH:9][C:6]([CH2:7][Cl:8])=[CH:5][CH:4]=1.[CH3:11][O:12][CH2:13][CH2:14][O:15][CH2:16]Cl.C(N(CC)C(C)C)(C)C>ClCCl>[CH3:11][O:12][CH2:13][CH2:14][O:15][CH2:16][O:1][CH2:2][C:3]1[CH:10]=[CH:9][C:6]([CH2:7][Cl:8])=[CH:5][CH:4]=1. Reported procedure: A 5 liter round bottom flask, fitted with a reflux condenser, dropping funnel and mechanical stirrer, was charged with p-hydroxymethylbenzyl chloride (255 g, 1.91 moles) in dichloromethane (2 liters). The flask was charged with 2-methoxyethoxymethyl chloride (300 g, 2.41 moles) and stirred at 20°-25° C. while N,N-diisopropylethylamine (500 mL, 2.86 moles) was slowly added. The reaction became exothermic and caused the dichloromethane solvent to reflux vigorously for 20 minutes. The contents were... Procedure details: A mixture of {4-[4-(3-pyrrolidin-1-ylpropoxy)phenyl]tetrahydropyran-4-yl}methylamine (300 mg, 0.94 mmol), 1,4-dichlorophthalazine (188 mg, 0.94 mmol) and N,N-diisopropylethylamine (410 μl, 2.36 mmol) in N,N-dimethylformamide (1 ml) was stirred at room temperature for 18 hours. More 1,4-dichlorophthalazine (188 mg, 0.94 mmol) was added and the reaction stirred at room temperature for 36 hours, then heated at 55° C. for 18 hours. The reaction mixture was partitioned between ethyl acetate (20 ml) a... The product is ClC1=NN=C(C2=CC=CC=C12)NCC1(CCOCC1)C1=CC=C(C=C1)OCCCN1CCCC1 (4-chloro-N-({4-[4-(3-pyrrolidin-1-ylpropoxy)phenyl]tetrahydro-2H-pyran-4-yl}methyl)phthalazin-1-amine). The yield is 40.5%. Reactants: ClC1=NN=C(C2=CC=CC=C12)Cl (1,4-dichlorophthalazine), N1(CCCC1)CCCOC1=CC=C(C=C1)C1(CCOCC1)CN ({4-[4-(3-pyrrolidin-1-ylpropoxy)phenyl]tetrahydropyran-4-yl}methylamine), ClC1=NN=C(C2=CC=CC=C12)Cl (1,4-dichlorophthalazine), C(C)(C)N(C(C)C)CC (N,N-diisopropylethylamine). Conditions: time 18 hour. Run in CN(C=O)C (N,N-dimethylformamide). Reaction SMILES: [N:1]1([CH2:6][CH2:7][CH2:8][O:9][C:10]2[CH:15]=[CH:14][C:13]([C:16]3([CH2:22][NH2:23])[CH2:21][CH2:20][O:19][CH2:18][CH2:17]3)=[CH:12][CH:11]=2)[CH2:5][CH2:4][CH2:3][CH2:2]1.[Cl:24][C:25]1[C:34]2[C:29](=[CH:30][CH:31]=[CH:32][CH:33]=2)[C:28](Cl)=[N:27][N:26]=1.C(N(CC)C(C)C)(C)C>CN(C)C=O>[Cl:24][C:25]1[C:34]2[C:29](=[CH:30][CH:31]=[CH:32][CH:33]=2)[C:28]([NH:23][CH2:22][C:16]2([C:13]3[CH:14]=[CH:15][C:10]([O:9][CH2:8][CH2:7][CH2:6][N:1]4[CH2:5][CH2:4][CH2:3][CH2:2]4)=[CH:11][CH:12]=3)[CH2:17][CH2:18][O:19][CH2:20][CH2:21]2)=[N:27][N:26]=1.